Dataset: the Open Reaction Database (ORD), a public repository of structured organic reaction records. Task: describe an organic reaction: reactants, conditions, products, and yield Yields the product O=c1c2ccccc2nc2n1CCCC2=NNc1ccccc1. As a reaction SMILES: [Br:1][C:2]1([Br:17])[CH2:3][CH2:4][CH2:5][n:6]2[c:7]1[n:8][c:9]1[cH:10][cH:11][cH:12][cH:13][c:14]1[c:15]2=[O:16].[CH3:27][C:28](=[O:29])[O-:30].[CH3:31][CH2:32][OH:33].[Na+:26].[c:18]1([NH:24][NH2:25])[cH:19][cH:20][cH:21][cH:22][cH:23]1>>[C:2]1(=[N:25][NH:24][c:18]2[cH:19][cH:20][cH:21][cH:22][cH:23]2)[CH2:3][CH2:4][CH2:5][n:6]2[c:7]1[n:8][c:9]1[cH:10][cH:11][cH:12][cH:13][c:14]1[c:15]2=[O:16]. Reactants: O=c1c2ccccc2nc2n1CCCC2(Br)Br, CC(=O)[O-], CCO, [Na+], NNc1ccccc1. The reactants are CN1CCC(C2CCNCC2)CC1, Cc1cc(CC(OC(=O)N2CCC(N3CCc4ccccc4NC3=O)CC2)C(=O)O)cc(C)c1O. Product: Cc1cc(CC(OC(=O)N2CCC(N3CCc4ccccc4NC3=O)CC2)C(=O)N2CCC(C3CCN(C)CC3)CC2)cc(C)c1O. Reaction SMILES: [CH3:36][N:37]1[CH2:38][CH2:39][CH:40]([CH:43]2[CH2:44][CH2:45][NH:46][CH2:47][CH2:48]2)[CH2:41][CH2:42]1.[O:1]=[C:2]1[NH:3][c:4]2[c:5]([cH:32][cH:33][cH:34][cH:35]2)[CH2:6][CH2:7][N:8]1[CH:9]1[CH2:10][CH2:11][N:12]([C:15](=[O:16])[O:17][CH:18]([CH2:19][c:20]2[cH:21][c:22]([CH3:28])[c:23]([OH:27])[c:24]([CH3:26])[cH:25]2)[C:29](=[O:30])[OH:31])[CH2:13][CH2:14]1>>[O:1]=[C:2]1[NH:3][c:4]2[c:5]([cH:32][cH:33][cH:34][cH:35]2)[CH2:6][CH2:7][N:8]1[CH:9]1[CH2:10][CH2:11][N:12]([C:15](=[O:16])[O:17][CH:18]([CH2:19][c:20]2[cH:21][c:22]([CH3:28])[c:23]([OH:27])[c:24]([CH3:26])[cH:25]2)[C:29](=[O:30])[N:46]2[CH2:45][CH2:44][CH:43]([CH:40]3[CH2:39][CH2:38][N:37]([CH3:36])[CH2:42][CH2:41]3)[CH2:48][CH2:47]2)[CH2:13][CH2:14]1. Starting materials: IC1=CC(=CC=C1)[N+](=O)[O-] (1-iodo-3-nitrobenzene), C([O-])([O-])=O.[K+].[K+] (potassium carbonate), N1C=NC=C1 (imidazole), C (charcoal). Reagents/catalysts: [Cu] (copper bronze). The solvent is O (water), C1(=CC=CC=C1)C (toluene). Reaction conditions: temperature 200 celsius, time 16 hour. Product: [N+](=O)([O-])C=1C=C(C=CC1)N1C=NC=C1 (1-(3-nitrophenyl)-1H-imidazole). Isolated yield 71.4%. Reaction SMILES: I[C:2]1[CH:7]=[CH:6][CH:5]=[C:4]([N+:8]([O-:10])=[O:9])[CH:3]=1.C(=O)([O-])[O-].[K+].[K+].[NH:17]1[CH:21]=[CH:20][N:19]=[CH:18]1.C>C1(C)C=CC=CC=1.[Cu].O>[N+:8]([C:4]1[CH:3]=[C:2]([N:17]2[CH:21]=[CH:20][N:19]=[CH:18]2)[CH:7]=[CH:6][CH:5]=1)([O-:10])=[O:9] |f:1.2.3|. Procedure: An intimate mixture of 1-iodo-3-nitrobenzene (24.9 g, 0.1 mol), copper bronze (320 mg, 5 mmol), potassium carbonate (15.2 g, 0.11 mol) and imidazole (15.0 g, 0.22 mol) was heated under a stream of nitrogen at 200° C. for 90 minutes. The reaction was cooled to 100° C., carefully treated with water (750 ml) and the resulting suspension stirred to ambient temperature over 16 hours. Filtration gave a grey-coloured solid which was dissolved in hot toluene (125 ml) and treated with decolourising charc... The reactants are CCNCC1CCNC1, CC#N, CNn1cc(C(=O)O)c(=O)c2cc(F)c(F)c(F)c21. The product is CCNCC1CCN(c2c(F)cc3c(=O)c(C(=O)O)cn(NC)c3c2F)C1. As a reaction SMILES: [CH2:20]([CH3:21])[NH:22][CH2:23][CH:24]1[CH2:25][NH:26][CH2:27][CH2:28]1.[CH3:29][C:30]#[N:31].[F:1][c:2]1[cH:3][c:4]2[c:5](=[O:19])[c:6]([C:16](=[O:17])[OH:18])[cH:7][n:8]([NH:14][CH3:15])[c:9]2[c:10]([F:13])[c:11]1[F:12]>>[F:1][c:2]1[cH:3][c:4]2[c:5](=[O:19])[c:6]([C:16](=[O:17])[OH:18])[cH:7][n:8]([NH:14][CH3:15])[c:9]2[c:10]([F:13])[c:11]1[N:26]1[CH2:25][CH:24]([CH2:23][NH:22][CH2:20][CH3:21])[CH2:28][CH2:27]1. Reactants: COC(=O)C1C(C2(CC1)CCN(CC2)C(=O)OC(C)(C)C)=O (tert-Butyl 2-(methoxycarbonyl)-1-oxo-8-azaspiro[4.5]decane-8-carboxylate), NN (hydrazine). Solvent: C1(=CC=CC=C1)C (toluene). Product: C(C)(C)(C)OC(=O)N1CCC2(CC1)CCC=1C(NNC12)=O (1′-(tert-Butoxycarbonyl)-3-oxo-2,3,4,5-tetrahydrospiro[cyclopentapyrazole-6(1H),4′-piperidine]). The yield is 61.4%. RXN SMILES: C[O:2][C:3]([CH:5]1[CH2:9][CH2:8][C:7]2([CH2:14][CH2:13][N:12]([C:15]([O:17][C:18]([CH3:21])([CH3:20])[CH3:19])=[O:16])[CH2:11][CH2:10]2)[C:6]1=O)=O.[NH2:23][NH2:24]>C1(C)C=CC=CC=1>[C:18]([O:17][C:15]([N:12]1[CH2:13][CH2:14][C:7]2([C:6]3[NH:24][NH:23][C:3](=[O:2])[C:5]=3[CH2:9][CH2:8]2)[CH2:10][CH2:11]1)=[O:16])([CH3:21])([CH3:20])[CH3:19]. Reported procedure: To a solution of tert-butyl 2-(methoxycarbonyl)-1-oxo-8-azaspiro[4.5]decane-8-carboxate from Procedure 1, Step F (0.448 g, 1.46 mmol) in toluene (15 mL) was added hydrazine (0.084 mL, 1.72 mmol). The reaction mixture was refluxed for 12 h, concentrated and the residue was purified by flash chromatography eluting with 5% MeOH/dichloromethane and 0.1% triethylamine to give the title compound (0.263 g). MS/EI (acetonitrile/water): m/z 294.3 retention time=2.0 min. Reactants: CCOC(C)=O, CCOC(C)=O, CCCCCC, CCCCCC, CC1=CC(OC(=O)c2ccc([N+](=O)[O-])cc2)C(O)C(C)(C)CC1=O. Product: CC1=CC(OC(=O)c2ccc(N)cc2)C(O)C(C)(C)CC1=O. RXN SMILES: [C:37]([O:38][CH2:39][CH3:40])(=[O:41])[CH3:42].[CH3:25][CH2:26][O:27][C:28](=[O:29])[CH3:30].[CH3:31][CH2:32][CH2:33][CH2:34][CH2:35][CH3:36].[CH3:43][CH2:44][CH2:45][CH2:46][CH2:47][CH3:48].[OH:1][CH:2]1[CH:3]([O:13][C:14]([c:15]2[cH:16][cH:17][c:18]([N+:21]([O-:22])=[O:23])[cH:19][cH:20]2)=[O:24])[CH:4]=[C:5]([CH3:12])[C:6](=[O:11])[CH2:7][C:8]1([CH3:9])[CH3:10]>>[OH:1][CH:2]1[CH:3]([O:13][C:14]([c:15]2[cH:16][cH:17][c:18]([NH2:21])[cH:19][cH:20]2)=[O:24])[CH:4]=[C:5]([CH3:12])[C:6](=[O:11])[CH2:7][C:8]1([CH3:9])[CH3:10]. The reactants are CC1=C(C(=NO1)C1=CC=CC=C1)C#CC=1C=C(C(=O)O)C=CC1 (3-(5-methyl-3-phenyl-isoxazol-4-ylethynyl)-benzoic acid), F[B-](F)(F)F.N1(N=NC2=C1C=CC=C2)OC(=[N+](C)C)N(C)C (2-(1H-benzotriazole-1-yl)-1,1,3,3-tetramethyluronium tetrafluoroborate), NCC1CC1 (aminomethylcyclopropane), C(C)N(C(C)C)C(C)C (N-ethyldiisopropylamine). Run in CN(C=O)C (N,N-dimethylformamide). Reaction conditions: time 1.75 hour. Yields the product C1(CC1)CNC(C1=CC(=CC=C1)C#CC=1C(=NOC1C)C1=CC=CC=C1)=O (N-Cyclopropylmethyl-3-(5-methyl-3-phenyl-isoxazol-4-ylethynyl)-benzamide). Yield: 86.9%. RXN SMILES: [CH3:1][C:2]1[O:6][N:5]=[C:4]([C:7]2[CH:12]=[CH:11][CH:10]=[CH:9][CH:8]=2)[C:3]=1[C:13]#[C:14][C:15]1[CH:16]=[C:17]([CH:21]=[CH:22][CH:23]=1)[C:18](O)=[O:19].F[B-](F)(F)F.[N:29]1(OC(N(C)C)=[N+](C)C)[C:33]2[CH:34]=[CH:35][CH:36]=CC=2N=N1.NCC1CC1.C(N(C(C)C)C(C)C)C>CN(C)C=O>[CH:34]1([CH2:33][NH:29][C:18](=[O:19])[C:17]2[CH:21]=[CH:22][CH:23]=[C:15]([C:14]#[C:13][C:3]3[C:4]([C:7]4[CH:12]=[CH:11][CH:10]=[CH:9][CH:8]=4)=[N:5][O:6][C:2]=3[CH3:1])[CH:16]=2)[CH2:36][CH2:35]1 |f:1.2|. Procedure: To a solution of 3-(5-methyl-3-phenyl-isoxazol-4-ylethynyl)-benzoic acid (250 mg; 0.82 mmol) in N,N-dimethylformamide (4.8 mL) was added 2-(1H-benzotriazole-1-yl)-1,1,3,3-tetramethyluronium tetrafluoroborate (318 mg, 0.99 mmol) at 0° C. After stirring for 15 min at this temperature, aminomethylcyclopropane (86 μl, 0.99 mmol) and N-ethyldiisopropylamine (0.85 mL, 4.94 mmol) were added and the reaction mixture was allowed to warm to ambient temperature. After 1.75 h stirring at ambient temperature... Product: NC1=C(OC=2C=C(C(C#N)=CC2)C#N)C=CC=C1 (4-(2-aminophenoxy)phthalonitrile). Procedure: A mixture of 4-nitrophthalonitrile (0.6 g, 5.78 mmol), 2-aminophenol (1 g, 5.78 mmol) and potassium carbonate (1.6 g, 11.6 mmol) in DMF (25 ml) was stirred at room temperature for 2 hours. The mixture was then poured into water. The precipitate was filtered off, washed with water and dried to give yellow crystals of 4-(2-aminophenoxy)phthalonitrile (yield: 1.32 g (97%)). Mp: 118-118.2° C. The solvent is CN(C)C=O (DMF). RXN SMILES: [N+]([C:4]1[CH:5]=[C:6]([C:12]#[N:13])[C:7](=[CH:10][CH:11]=1)[C:8]#[N:9])([O-])=O.[NH2:14][C:15]1[CH:20]=[CH:19][CH:18]=[CH:17][C:16]=1[OH:21].C(=O)([O-])[O-].[K+].[K+].O>CN(C=O)C>[NH2:14][C:15]1[CH:20]=[CH:19][CH:18]=[CH:17][C:16]=1[O:21][C:4]1[CH:5]=[C:6]([C:12]#[N:13])[C:7](=[CH:10][CH:11]=1)[C:8]#[N:9] |f:2.3.4|. Isolated yield 97.1%. Reactants: O (water), [N+](=O)([O-])C=1C=C(C(C#N)=CC1)C#N (4-nitrophthalonitrile), NC1=C(C=CC=C1)O (2-aminophenol), C([O-])([O-])=O.[K+].[K+] (potassium carbonate). Reaction conditions: time 2 hour. Run in C(C)(=O)O (acetic acid). Reported procedure: To a solution of 60 ml of acetic acid and 43 ml of acetic anhydride at 0° C., was added slowly 40 g (0.27 mol) of acetonedicarboxylic acid. The mixture was stirred and the temperature was not allowed to rise above 10° C. The acid was dissolved slowly and a pale yellow precipitate formed. After 3 h the product was filtered, washed with 30 ml of glacial acetic acid and 100 ml of benzene. The white powder obtained was dried at high vacuum to afford 30 g of acetonedicarboxylic acid anhydride (yield ... Reactants: C(C)(=O)OC(C)=O (acetic anhydride), C(C(=O)CC(=O)O)C(=O)O (acetonedicarboxylic acid). As a reaction SMILES: [C:1]([O:4][C:5](=[O:7])[CH3:6])(=[O:3])C.[CH2:8](C(O)=O)[C:9](CC(O)=O)=[O:10]>C(O)(=O)C>[CH3:8][C:9]([CH:6]1[C:1](=[O:3])[O:4][C:5]1=[O:7])=[O:10]. The product is CC(=O)C1C(=O)OC1=O (acetonedicarboxylic acid anhydride). Yield: 86.0%. Starting materials: Cc1nccn1-c1ccc(Nc2nc3c(c(NCC4CCCO4)n2)CN(C(=O)OC(C)(C)C)CC3)cc1, CO, Cl. Product: Cc1nccn1-c1ccc(Nc2nc3c(c(NCC4CCCO4)n2)CNCC3)cc1. Reaction SMILES: [CH3:1][c:2]1[n:3](-[c:7]2[cH:8][cH:9][c:10]([NH:13][c:14]3[n:15][c:16]([NH:31][CH2:32][CH:33]4[O:34][CH2:35][CH2:36][CH2:37]4)[c:17]4[c:18]([n:19]3)[CH2:20][CH2:21][N:22]([C:24]([O:25][C:26]([CH3:27])([CH3:28])[CH3:29])=[O:30])[CH2:23]4)[cH:11][cH:12]2)[cH:4][cH:5][n:6]1.[CH3:39][OH:40].[ClH:38]>>[CH3:1][c:2]1[n:3](-[c:7]2[cH:8][cH:9][c:10]([NH:13][c:14]3[n:15][c:16]([NH:31][CH2:32][CH:33]4[O:34][CH2:35][CH2:36][CH2:37]4)[c:17]4[c:18]([n:19]3)[CH2:20][CH2:21][NH:22][CH2:23]4)[cH:11][cH:12]2)[cH:4][cH:5][n:6]1.